Dataset: the Open Reaction Database (ORD), a public repository of structured organic reaction records. Task: describe an organic reaction: reactants, conditions, products, and yield The reactants are CC(=O)O, CN(N)c1ccccc1, CCO, O=Cc1ccnc2ccccc12. The product is CN(N=Cc1ccnc2ccccc12)c1ccccc1. As a reaction SMILES: [CH3:10][C:11](=[O:12])[OH:13].[CH3:1][N:2]([NH2:3])[c:4]1[cH:5][cH:6][cH:7][cH:8][cH:9]1.[CH3:26][CH2:27][OH:28].[CH:14](=[O:15])[c:16]1[cH:17][cH:18][n:19][c:20]2[cH:21][cH:22][cH:23][cH:24][c:25]12>>[CH3:1][N:2]([N:3]=[CH:14][c:16]1[cH:17][cH:18][n:19][c:20]2[cH:21][cH:22][cH:23][cH:24][c:25]12)[c:4]1[cH:5][cH:6][cH:7][cH:8][cH:9]1. Reactants: O=C1CC(OC(CBr)CCBr)N1, ClC(Cl)Cl. Product: O=C1CC2OC(CCBr)CN12. RXN SMILES: [Br:1][CH2:2][CH:3]([CH2:4][CH2:5][Br:6])[O:7][CH:8]1[CH2:9][C:10](=[O:12])[NH:11]1.[Cl:13][CH:14]([Cl:15])[Cl:16]>>[CH2:2]1[CH:3]([CH2:4][CH2:5][Br:6])[O:7][CH:8]2[CH2:9][C:10](=[O:12])[N:11]12. Starting materials: OC1=CC=C(C=C(C(=O)O)C)C=C1 (4-hydroxy-α-methylcinnamic acid), S(O)(O)(=O)=O (sulfuric acid), CO (methanol). Yields the product OC1=CC=C(C=C(C(=O)OC)C)C=C1 (methyl 4-hydroxy-α-methylcinnamate). As a reaction SMILES: [OH:1][C:2]1[CH:13]=[CH:12][C:5]([CH:6]=[C:7]([CH3:11])[C:8]([OH:10])=[O:9])=[CH:4][CH:3]=1.S(=O)(=O)(O)O.[CH3:19]O>>[OH:1][C:2]1[CH:3]=[CH:4][C:5]([CH:6]=[C:7]([CH3:11])[C:8]([O:10][CH3:19])=[O:9])=[CH:12][CH:13]=1. Procedure details: To 4-hydroxy-α-methylcinnamic acid (55 g), absolute methanol (400 ml) and conc. sulfuric acid (10 ml) were added and refluxed for 12 hours. After the reaction mixture was allowed to cool, it was concentrated under reduced pressure. To the residue was added water (300 ml), and the mixture was neutralized with sodium hydrogen carbonate, and the resulting precipitate was collected by filtration, washed with water, and recrystallized from ethyl acetate/nhexane to give methyl 4-hydroxy-α-methylcinnam... The reactants are N1=CC=CC=C1 (pyridine), FC(C1=CC=C(N)C=C1)(F)F (4-trifluoromethylaniline), FC(C1=CC=NN1C1=CC=C(C(=O)O)C=C1)(F)F (4-[5-(trifluoromethyl)-1H-pyrazol-1-yl]benzoic Acid), C(=O)(C(=O)Cl)Cl ((COCl)2). Reagents/catalysts: CN(C)C=1C=CN=CC1 (DMAP), CN(C)C=O (DMF). The solvent is Cl (HCl), C(Cl)Cl (CH2Cl2). Run at temperature 60 celsius, time 5 hour. The product is FC(C1=CC=C(C=C1)NC(C1=CC=C(C=C1)N1N=CC=C1C(F)(F)F)=O)(F)F (N-[4-(trifluoromethyl)phenyl]-4-[5-(trifluoromethyl)-1H-pyrazol-1-yl]benzamide). Reaction SMILES: [F:1][C:2]([F:18])([F:17])[C:3]1[N:7]([C:8]2[CH:16]=[CH:15][C:11]([C:12]([OH:14])=O)=[CH:10][CH:9]=2)[N:6]=[CH:5][CH:4]=1.C(Cl)(C(Cl)=O)=O.N1C=CC=CC=1.[F:31][C:32]([F:41])([F:40])[C:33]1[CH:39]=[CH:38][C:36]([NH2:37])=[CH:35][CH:34]=1>CN(C=O)C.C(Cl)Cl.CN(C1C=CN=CC=1)C.Cl>[F:31][C:32]([F:40])([F:41])[C:33]1[CH:34]=[CH:35][C:36]([NH:37][C:12](=[O:14])[C:11]2[CH:10]=[CH:9][C:8]([N:7]3[C:3]([C:2]([F:1])([F:18])[F:17])=[CH:4][CH:5]=[N:6]3)=[CH:16][CH:15]=2)=[CH:38][CH:39]=1. Reported procedure: The product from Example 37A (69.8 mg, 0.272 mmol) and DMF (1 drop) in CH2Cl2 (2 mL) was treated with (COCl)2 (29 mL, 0.33 mmol). After stirring for 5 hours, the mixture was concentrated and the residue dissolved in CH2Cl2 (2 mL). The mixture was treated with DMAP (35.8 mg, 0.29 mmol), pyridine (22 mL, 0.27 mmol), and 4-trifluoromethylaniline (41 mL, 0.33 mmol). The mixture was heated at 60° C. for 15 hours, allowed to cool to room temperature, diluted with 1N HCl (4 mL), extracted with CH2Cl2 (...